This data is from the Open Reaction Database (ORD), a public repository of structured organic reaction records. The task is: describe an organic reaction: reactants, conditions, products, and yield Reactants: CCOc1cc(NC(=O)OC(C)(C)C)c(NC(=O)CC(=O)c2cccc(-c3cnc(C)cc3C)c2)cc1C(F)(F)F, ClCCl, O=C(O)C(F)(F)F. Product: CCOc1cc2c(cc1C(F)(F)F)NC(=O)CC(c1cccc(-c3cnc(C)cc3C)c1)=N2. RXN SMILES: [C:1]([O:2][C:3](=[O:4])[NH:7][c:8]1[c:9]([NH:21][C:22]([CH2:23][C:24](=[O:5])[c:26]2[cH:27][c:28](-[c:32]3[cH:33][n:34][c:35]([CH3:39])[cH:36][c:37]3[CH3:38])[cH:29][cH:30][cH:31]2)=[O:40])[cH:10][c:11]([C:17]([F:18])([F:19])[F:20])[c:12]([O:14][CH2:15][CH3:16])[cH:13]1)([CH3:6])([CH3:25])[CH3:41].[Cl:49][CH2:50][Cl:51].[F:42][C:43]([F:44])([F:45])[C:46]([OH:47])=[O:48]>>[N:7]1=[C:24]([c:26]2[cH:27][c:28](-[c:32]3[cH:33][n:34][c:35]([CH3:39])[cH:36][c:37]3[CH3:38])[cH:29][cH:30][cH:31]2)[CH2:23][C:22](=[O:40])[NH:21][c:9]2[c:8]1[cH:13][c:12]([O:14][CH2:15][CH3:16])[c:11]([C:17]([F:18])([F:19])[F:20])[cH:10]2. Starting materials: C1(=CC=CC=C1)C(=O)C(O)C1=CC=CC=C1 (Benzoin), C1(=CC=CC=C1)C(=O)C(O)C1=CC=CC=C1 (benzoin), [Li] (lithium), CI (methyliodide), C1(=CC=CC=C1)P(C1=CC=CC=C1)Cl (Diphenylphosphinouschloride), [Li] (lithium), C(C)(=O)O (Acetic acid). The solvent is O (water), C1CCOC1 (THF), C1CCOC1 (THF). Conditions: time 8 hour. Yields the product C1(=CC=CC=C1)C(=O)CC1=CC=CC=C1 (desoxybenzoin). RXN SMILES: [C:1]1([C:7]([CH:9]([C:11]2[CH:16]=[CH:15][CH:14]=[CH:13][CH:12]=2)O)=[O:8])[CH:6]=[CH:5][CH:4]=[CH:3][CH:2]=1.C1(P(Cl)C2C=CC=CC=2)C=CC=CC=1.[Li].C(O)(=O)C.CI>C1COCC1.O>[C:1]1([C:7]([CH2:9][C:11]2[CH:12]=[CH:13][CH:14]=[CH:15][CH:16]=2)=[O:8])[CH:2]=[CH:3][CH:4]=[CH:5][CH:6]=1 |^1:30|. Procedure: Dehydroxylation of Benzoin. Diphenylphosphinouschloride (5.0 g, 22.6 mmol) was added dropwise to a suspension of lithium shot (158 mg, 22.6 mmol) in THF (10 ml) at room temperature. After about 2 hours all the lithium had dissolved and a solution of benzoin (2.4 g, 11.3 mmol) in THF (25 ml) was added dropwise. The clear yellow reaction mixture was stirred overnight at room temperature and turned a bright orange color. Acetic acid (678 mg, 11.2 mmol) was then added, followed by methyliodide (1.6 ... Starting materials: NC1=CC=CC=C1 (aniline), NC(=O)N (urea), C12CN(CC(CC1)O2)C2=C1C(=NC(=N2)C2=CC=C(C=C2)NC(=O)NCC)N(N=C1)C1CCN(CC1)C(=O)OCC (ethyl 4-(4-(8-oxa-3-azabicyclo[3.2.1]octan-3-yl)-6-(4-(3-ethylureido)phenyl)-1H-pyrazolo[3,4-d]pyrimidin-1-yl)piperidine-1-carboxylate), NC1=C(CO)C=CC=C1 (2-aminobenzylalcohol). Product: C12CN(CC(CC1)O2)C2=C1C(=NC(=N2)C2=CC=C(C=C2)NC(=O)NC2=C(C=CC=C2)CO)N(N=C1)C1CCN(CC1)C(=O)OC (methyl 4-(4-(8-oxa-3-azabicyclo[3.2.1]octan-3-yl)-6-(4-(3-(2-(hydroxymethyl)phenyl)ureido)phenyl)-1H-pyrazolo[3,4-d]pyrimidin-1-yl)piperidine-1-carboxylate). As a reaction SMILES: NC(N)=O.[CH:5]12[O:12][CH:9]([CH2:10][CH2:11]1)[CH2:8][N:7]([C:13]1[N:18]=[C:17]([C:19]3[CH:24]=[CH:23][C:22]([NH:25][C:26]([NH:28][CH2:29][CH3:30])=[O:27])=[CH:21][CH:20]=3)[N:16]=[C:15]3[N:31]([CH:34]4[CH2:39][CH2:38][N:37]([C:40]([O:42][CH2:43]C)=[O:41])[CH2:36][CH2:35]4)[N:32]=[CH:33][C:14]=13)[CH2:6]2.N[C:46]1[CH:53]=[CH:52]C=C[C:47]=1[CH2:48][OH:49].NC1C=CC=CC=1>>[CH:5]12[O:12][CH:9]([CH2:10][CH2:11]1)[CH2:8][N:7]([C:13]1[N:18]=[C:17]([C:19]3[CH:24]=[CH:23][C:22]([NH:25][C:26]([NH:28][C:29]4[CH:30]=[CH:52][CH:53]=[CH:46][C:47]=4[CH2:48][OH:49])=[O:27])=[CH:21][CH:20]=3)[N:16]=[C:15]3[N:31]([CH:34]4[CH2:35][CH2:36][N:37]([C:40]([O:42][CH3:43])=[O:41])[CH2:38][CH2:39]4)[N:32]=[CH:33][C:14]=13)[CH2:6]2. Procedure details: A urea formation procedure similar to that used for the synthesis of ethyl 4-(4-(8-oxa-3-azabicyclo[3.2.1]octan-3-yl)-6-(4-(3-ethylureido)phenyl)-1H-pyrazolo[3,4-d]pyrimidin-1-yl)piperidine-1-carboxylate is used, utilizing 2-aminobenzylalcohol as the aniline component. (12%, MS=613.3 (M+H)) Reactants: COCOC1=C(C=CC(=C1)OCOC)C1CC(CCC1)(O)CO ((±)-3-[2,4-Bis(methoxymethoxy)phenyl]-1-(hydroxymethyl)cyclohexanol), resin. Run in CO (methanol). The product is OC1(CC(CCC1)C1=C(C=C(C=C1)O)O)CO ((±)-4-[3-Hydroxy-3-(hydroxymethyl)cyclohexyl]-1,3-benzenediol). The yield is 23.6%. Reaction SMILES: COC[O:4][C:5]1[CH:10]=[C:9]([O:11]COC)[CH:8]=[CH:7][C:6]=1[CH:15]1[CH2:20][CH2:19][CH2:18][C:17]([CH2:22][OH:23])([OH:21])[CH2:16]1>CO>[OH:21][C:17]1([CH2:22][OH:23])[CH2:18][CH2:19][CH2:20][CH:15]([C:6]2[CH:7]=[CH:8][C:9]([OH:11])=[CH:10][C:5]=2[OH:4])[CH2:16]1. Reported procedure: (±)-3-[2,4-Bis(methoxymethoxy)phenyl]-1-(hydroxymethyl)cyclohexanol (29 mg), methanol (2 ml) and acidic ion exchange resin (300 mg) were heated under reflux for 3 hr. The reaction mixture was filtered and the resin was washed with methanol. The combined filtrate and washings were evaporated in vacuo and the crude residue was purified by preparative HPLC to furnish the title compound as a cream solid (5 mg, 24%). δH (CD3OD) 1.20-2.00 (8H, m), 2.89 (1H, tt), 3.61 (1H, d), 3.69 (1H, d), 6.20-6.26 (... Starting materials: C(C)(C)(C)OC(=O)N(C1=CC=C(C=N1)/C=C/C(=O)OCC)[C@H]1CN(CC1)C(C1=CC=CC=C1)C1=CC=CC=C1 (ethyl (2E)-3-(6-{(tert-butoxycarbonyl) [(3R)-1-(diphenylmethyl)-3-pyrrolidinyl]amino}-3-pyridyl)acrylate), [OH-].[Na+] (NaOH). Run in CO (methanol). Run at time 12 hour. Product: C(C)(C)(C)OC(=O)N(C1=CC=C(C=N1)/C=C/C(=O)O)[C@H]1CN(CC1)C(C1=CC=CC=C1)C1=CC=CC=C1 ((2E)-3-(6-{(tert-butoxycarbonyl)[(3R)-1-(diphenylmethyl)-3-pyrrolidinyl]amino}-3-pyridyl)acrylic acid). Isolated yield 82.9%. As a reaction SMILES: [C:1]([O:5][C:6]([N:8]([C@@H:22]1[CH2:26][CH2:25][N:24]([CH:27]([C:34]2[CH:39]=[CH:38][CH:37]=[CH:36][CH:35]=2)[C:28]2[CH:33]=[CH:32][CH:31]=[CH:30][CH:29]=2)[CH2:23]1)[C:9]1[N:14]=[CH:13][C:12](/[CH:15]=[CH:16]/[C:17]([O:19]CC)=[O:18])=[CH:11][CH:10]=1)=[O:7])([CH3:4])([CH3:3])[CH3:2].[OH-].[Na+]>CO>[C:1]([O:5][C:6]([N:8]([C@@H:22]1[CH2:26][CH2:25][N:24]([CH:27]([C:34]2[CH:39]=[CH:38][CH:37]=[CH:36][CH:35]=2)[C:28]2[CH:29]=[CH:30][CH:31]=[CH:32][CH:33]=2)[CH2:23]1)[C:9]1[N:14]=[CH:13][C:12](/[CH:15]=[CH:16]/[C:17]([OH:19])=[O:18])=[CH:11][CH:10]=1)=[O:7])([CH3:4])([CH3:2])[CH3:3] |f:1.2|. Procedure details: To a stirred solution of ethyl (2E)-3-(6-{(tert-butoxycarbonyl) [(3R)-1-(diphenylmethyl)-3-pyrrolidinyl]amino}-3-pyridyl)acrylate (205 mg) in methanol (5 mL) was added 1N-NaOH solution (0.8 mL). The mixture was stirred at ambient temperature for 12 hours. Methanol was evaporated in vacuo and the aqueous layer was washed with diisopropyl ether. The aqueous layer was acidified by hydrochloric acid to pH 4, and the precipitate was collected and washed with water to give (2E)-3-(6-{(tert-butoxycarbo... Starting materials: BrC1=CC=C2C(=C1)NC(C21C(NC(CC1C1=CC(=CC=C1)Cl)=O)C(CC)=C)=O.COC(C)[Si](C)(C)C (racemic (2′R,3R,4′S)-6-bromo-4′-(3-chlorophenyl)-2′-(1-methylene-propyl)-2,3-dihydro-2,6′-dioxospiro[indole-3,3′-piperidine] 1-methoxyethyl trimethylsilane), BrCC(=O)N (2-bromo-acetamide), C([O-])([O-])=O.[Cs+].[Cs+] (cesium carbonate). Run in CN(C)C=O (DMF). Run at time 8 hour. Yields the product NC(=O)CN1C(C2(C(CC1=O)C1=CC(=CC=C1)Cl)C(NC1=CC(=CC=C12)Br)=O)C(CC)=C.COC(C)[Si](C)(C)C (racemic (2′R,3R,4′S)-1′-(aminocarbonyl-methyl)-6-bromo-4′-(3-chlorophenyl)-2′-(1-methylene-propyl)-2,3-dihydro-2,6′-dioxospiro[indole-3,3′-piperidine] 1-methoxyethyl trimethylsilane). The yield is 36.2%. As a reaction SMILES: [Br:1][C:2]1[CH:7]=[C:6]2[NH:8][C:9](=[O:28])[C:10]3([CH:15]([C:16]4[CH:21]=[CH:20][CH:19]=[C:18]([Cl:22])[CH:17]=4)[CH2:14][C:13](=[O:23])[NH:12][CH:11]3[C:24](=[CH2:27])[CH2:25][CH3:26])[C:5]2=[CH:4][CH:3]=1.[CH3:29][O:30][CH:31]([Si:33]([CH3:36])([CH3:35])[CH3:34])[CH3:32].Br[CH2:38][C:39]([NH2:41])=[O:40].C(=O)([O-])[O-].[Cs+].[Cs+]>CN(C=O)C>[NH2:41][C:39]([CH2:38][N:12]1[C:13](=[O:23])[CH2:14][CH:15]([C:16]2[CH:21]=[CH:20][CH:19]=[C:18]([Cl:22])[CH:17]=2)[C:10]2([C:5]3[C:6](=[CH:7][C:2]([Br:1])=[CH:3][CH:4]=3)[NH:8][C:9]2=[O:28])[CH:11]1[C:24](=[CH2:27])[CH2:25][CH3:26])=[O:40].[CH3:29][O:30][CH:31]([Si:33]([CH3:36])([CH3:35])[CH3:34])[CH3:32] |f:0.1,3.4.5,7.8|. Procedure: Racemic (2′R,3R,4′S)-6-bromo-4′-(3-chlorophenyl)-2′-(1-methylene-propyl)-2,3-dihydro-2,6′-dioxospiro[indole-3,3′-piperidine]-1-methoxyethyl trimethylsilane (2 g, 3.4 mmol) prepared in Example 161b, 2-bromo-acetamide (1.4 g, 10.2 mmol) and cesium carbonate (6.6 g, 20.4 mmol) were mixed in DMF (10 mL). The mixture was stirred overnight. Then the solution was concentrated and the residue was purified by Prep-TLC to give product (800 mg).